From a dataset of the Open Reaction Database (ORD), a public repository of structured organic reaction records. describe an organic reaction: reactants, conditions, products, and yield Starting materials: CN(CC(=O)N1CCC2=CC(=C(C=C12)NC1=NC2=C(C3=NC4=CC=CC(=C4C(N31)=O)F)C=CN2S(=O)(=O)C2=CC=C(C=C2)C)OC)C (5-{[1-(N,N-dimethylglycyl)-5-(methyloxy)-2,3-dihydro-1H-indol-6-yl]amino}-8-fluoro-3-[(4-methylphenyl)sulfonyl]pyrrolo[2′,3′:4,5]pyrimido[6,1-b]quinazolin-7(3H)-one), C(C)N (ethylamine). Solvent: C1CCOC1 (THF), O1CCCC1 (tetrahydrofuran). Product: CN(CC(=O)N1CCC2=CC(=C(C=C12)NC=1N=C(C2=C(N1)N(C=C2)S(=O)(=O)C2=CC=C(C=C2)C)NC2=C(C(=O)NCC)C(=CC=C2)F)OC)C (2-({2-{[1-(N,N-dimethylglycyl)-5-(methyloxy)-2,3-dihydro-1H-indol-6-yl]amino}-7-[(4-methylphenyl)sulfonyl]-7H-pyrrolo[2,3-d]pyrimidin-4-yl}amino)-N-ethyl-6-fluorobenzamide). Isolated yield 51.5%. As a reaction SMILES: [CH3:1][N:2]([CH3:47])[CH2:3][C:4]([N:6]1[C:14]2[C:9](=[CH:10][C:11]([O:45][CH3:46])=[C:12]([NH:15][C:16]3[N:29]4[C:20](=[N:21][C:22]5[C:27]([C:28]4=[O:30])=[C:26]([F:31])[CH:25]=[CH:24][CH:23]=5)[C:19]4[CH:32]=[CH:33][N:34]([S:35]([C:38]5[CH:43]=[CH:42][C:41]([CH3:44])=[CH:40][CH:39]=5)(=[O:37])=[O:36])[C:18]=4[N:17]=3)[CH:13]=2)[CH2:8][CH2:7]1)=[O:5].[CH2:48]([NH2:50])[CH3:49]>C1COCC1>[CH3:1][N:2]([CH3:47])[CH2:3][C:4]([N:6]1[C:14]2[C:9](=[CH:10][C:11]([O:45][CH3:46])=[C:12]([NH:15][C:16]3[N:29]=[C:20]([NH:21][C:22]4[CH:23]=[CH:24][CH:25]=[C:26]([F:31])[C:27]=4[C:28]([NH:50][CH2:48][CH3:49])=[O:30])[C:19]4[CH:32]=[CH:33][N:34]([S:35]([C:38]5[CH:39]=[CH:40][C:41]([CH3:44])=[CH:42][CH:43]=5)(=[O:37])=[O:36])[C:18]=4[N:17]=3)[CH:13]=2)[CH2:8][CH2:7]1)=[O:5]. Procedure details: Two separate suspensions of 2-({2-chloro-7-[(4-methylphenyl)sulfonyl]-7H-pyrrolo[2,3-d]pyrimidin-4-yl}amino)-6-fluorobenzamide (6.25 g, 13.59 mmol), 1-[(dimethylamino)acetyl]-5-(methyloxy)-2,3-dihydro-1H-indol-6-amine (3.90 g, 15.63 mmol), KI (2.256 g, 13.59 mmol), and HCl (4.0M Solution in dioxane, 13.59 ml, 54.4 mmol) in 2,2,2-trifluoroethanol (200 ml) were warmed at 90° C. for 16 hours in sealed pressure flasks. The reactions were cooled, combined, and poured into dichloromethane/saturated so... Starting materials: [BH3-]C#N, CC(=O)O, Cc1nnc(N)[nH]1, COCC(C)=O, [Na+], O. Product: COCC(C)Nc1nnc(C)[nH]1. Reaction SMILES: [C:14]([BH3-:15])#[N:16].[CH3:19][C:20](=[O:21])[OH:22].[CH3:1][c:2]1[nH:3][c:4]([NH2:7])[n:5][n:6]1.[CH3:8][O:9][CH2:10][C:11]([CH3:12])=[O:13].[Na+:17].[OH2:18]>>[CH3:1][c:2]1[nH:3][c:4]([NH:7][CH:11]([CH2:10][O:9][CH3:8])[CH3:12])[n:5][n:6]1. Starting materials: C1C(CC2=CC=CC3=CC=CC1=C23)NC(C)=O (N-(2,3-Dihydro-1H-phenalen-2-yl)acetamide), Cl (HCl), [OH-].[Na+] (NaOH). Solvent: O1CCOCC1 (dioxane). Conditions: temperature 100 celsius. Yields the product C1C(CC2=CC=CC3=CC=CC1=C23)N ((2,3-DIHYDRO-1H-PHENALEN-2-YL)AMINE). The yield is 90.0%. Reaction SMILES: [CH2:1]1[C:12]2=[C:13]3[C:8](=[CH:9][CH:10]=[CH:11]2)[CH:7]=[CH:6][CH:5]=[C:4]3[CH2:3][CH:2]1[NH:14]C(=O)C.Cl.[OH-].[Na+]>O1CCOCC1>[CH2:3]1[C:4]2=[C:13]3[C:8](=[CH:7][CH:6]=[CH:5]2)[CH:9]=[CH:10][CH:11]=[C:12]3[CH2:1][CH:2]1[NH2:14] |f:2.3|. Reported procedure: N-(2,3-Dihydro-1H-phenalen-2-yl)acetamide (0.97 mmol; 0.22 g) is solubilized in 2 cm3 of dioxane and 9 cm3 of 10% HCl are added. The mixture is maintained at 100° C. for 3 h and then at 90° C. overnight. After cooling, 10% NaOH is added until the pH is basic and the amine is extracted with CH2Cl2. The organic phase is dried over MgSO4 and evaporated under reduced pressure. The desired amine is thus isolated without further purification. Reactants: O (water), FC=1C=C2CC(NC2=CC1N)=O (5-fluoro-6-amino-1,3-dihydro-indol-2-one), C(C)O (ethanol), [BH4-].[Na+] (sodium borohydride), FC1=CC=C(C=O)C=C1 (4-fluoro-benzaldehyde). The product is FC=1C=C2CC(NC2=CC1NCC1=CC=C(C=C1)C)=O (5-fluoro-6-(4-methyl-benzylamino)-1,3-dihydro-indol-2-one). Yield: 45.0%. Reaction SMILES: [F:1][C:2]1[CH:3]=[C:4]2[C:8](=[CH:9][C:10]=1[NH2:11])[NH:7][C:6](=[O:12])[CH2:5]2.F[C:14]1[CH:21]=[CH:20][C:17]([CH:18]=O)=[CH:16][CH:15]=1.[BH4-].[Na+].O.[CH2:25](O)C>>[F:1][C:2]1[CH:3]=[C:4]2[C:8](=[CH:9][C:10]=1[NH:11][CH2:25][C:14]1[CH:21]=[CH:20][C:17]([CH3:18])=[CH:16][CH:15]=1)[NH:7][C:6](=[O:12])[CH2:5]2 |f:2.3|. Procedure details: 5-Fluoro-6-Amino-1,3-dihydro-indol-2-one 9d(2.26 g, 13.6 mmol) was dissolved in 40 mL of ethanol under stirring at room temperature. The solution was cooled down to 0° C. in an ice-water bath, and 4-fluoro-benzaldehyde (1.5 mL, 13.6 mmol) was then added to the solution. Upon completion of the addition, the reaction mixture was stirred at room temperature for 1 hour, and sodium borohydride (1.08 g, 28.5 mmol) was then added to the mixture. The reaction mixture was refluxed for 18 hours. The react... Reactants: crude product, CC(C)([O-])C.[K+] (potassium t-butoxide), FC(C(C(OC(C(F)(F)F)(C(OC(=C(F)F)F)(F)F)F)(F)F)(F)F)(F)F (1,1,1,2,2,3,3-Heptafluoro-3-(1,1,1,2,3,3-hexafluoro-3-(1,2,2trifluorovinyloxy)propan-2-yloxy)propane), OC=1C=C(C=C(C(=O)OC)C1)C(=O)OC (dimethyl 5-hydroxyisophthalate). The solvent is O1CCCC1 (tetrahydrofuran). Product: FC(C(OC(C(C(F)(F)F)(OC(C(C(F)(F)F)(F)F)(F)F)F)(F)F)F)(OC=1C=C(C=C(C(=O)OC)C1)C(=O)OC)F (dimethyl 5-(1,1,2-trifluoro-2-(1,1,2,3,3,3-hexafluoro-2-(perfluoropropoxy)propoxy)ethoxy)isophthalate). As a reaction SMILES: [OH:1][C:2]1[CH:3]=[C:4]([C:12]([O:14][CH3:15])=[O:13])[CH:5]=[C:6]([CH:11]=1)[C:7]([O:9][CH3:10])=[O:8].CC(C)([O-])C.[K+].[F:22][C:23]([F:47])([F:46])[C:24]([F:45])([F:44])[C:25]([F:43])([F:42])[O:26][C:27]([F:41])([C:32]([F:40])([F:39])[O:33][C:34]([F:38])=[C:35]([F:37])[F:36])[C:28]([F:31])([F:30])[F:29]>O1CCCC1>[F:37][C:35]([F:36])([O:1][C:2]1[CH:11]=[C:6]([C:7]([O:9][CH3:10])=[O:8])[CH:5]=[C:4]([CH:3]=1)[C:12]([O:14][CH3:15])=[O:13])[CH:34]([F:38])[O:33][C:32]([F:39])([F:40])[C:27]([F:41])([O:26][C:25]([F:42])([F:43])[C:24]([F:44])([F:45])[C:23]([F:22])([F:46])[F:47])[C:28]([F:31])([F:30])[F:29] |f:1.2|. Procedure details: In a dry box, tetrahydrofuran (THF, 1000 mL) and dimethyl 5-hydroxyisophthalate (42.00 g, 0.20 mol) were added to an oven dry round bottom reaction flask equipped with a stirrer and an addition funnel; then potassium t-butoxide (6.16 g, 0.055 mol) was added. 1,1,1,2,2,3,3-Heptafluoro-3-(1,1,1,2,3,3-hexafluoro-3-(1,2,2trifluorovinyloxy)propan-2-yloxy)propane (216 g, 0.50 mol) was then added via the addition funnel forming a reaction. The reaction was allowed to stir at room temperature. After 24 ... Starting materials: COC(=O)c1cc2c(Cl)ccnc2cc1OC, Cl, Cc1cc(F)c(N)cc1O, OC1CCCCC1. The product is COC(=O)c1cc2c(Nc3cc(O)c(C)cc3F)ccnc2cc1OC. Reaction SMILES: [Cl:1][c:2]1[cH:3][cH:4][n:5][c:6]2[cH:7][c:8]([O:16][CH3:17])[c:9]([C:12](=[O:13])[O:14][CH3:15])[cH:10][c:11]12.[ClH:28].[F:18][c:19]1[c:20]([NH2:21])[cH:22][c:23]([OH:27])[c:24]([CH3:26])[cH:25]1.[OH:29][CH:30]1[CH2:31][CH2:32][CH2:33][CH2:34][CH2:35]1>>[c:2]1([NH:21][c:20]2[c:19]([F:18])[cH:25][c:24]([CH3:26])[c:23]([OH:27])[cH:22]2)[cH:3][cH:4][n:5][c:6]2[cH:7][c:8]([O:16][CH3:17])[c:9]([C:12](=[O:13])[O:14][CH3:15])[cH:10][c:11]12. The reactants are C(C)OC(C1=CC=C(C=C1)CN(C(=O)OC(C)(C)C)CCOC(C)C)=O (4-[N-(2-isopropoxyethyl)-N-tert-butoxycarbonylaminomethyl]benzoic acid ethyl ester), C(Cl)Cl (methylene chloride), FC(C(=O)O)(F)F (trifluoroacetic acid). Run at time 8 hour. Product: C(C)(C)OCCN(C(CCl)=O)CC1=CC=C(C(=O)O)C=C1 (4-[N-(2-isopropoxyethyl)-N-chloroacetylaminomethyl]-benzoic acid). RXN SMILES: C([O:3][C:4](=[O:26])[C:5]1[CH:10]=[CH:9][C:8]([CH2:11][N:12]([CH2:20][CH2:21][O:22][CH:23]([CH3:25])[CH3:24])[C:13](OC(C)(C)C)=[O:14])=[CH:7][CH:6]=1)C.FC(F)(F)C(O)=O.[CH2:34](Cl)[Cl:35]>>[CH:23]([O:22][CH2:21][CH2:20][N:12]([CH2:11][C:8]1[CH:9]=[CH:10][C:5]([C:4]([OH:3])=[O:26])=[CH:6][CH:7]=1)[C:13](=[O:14])[CH2:34][Cl:35])([CH3:25])[CH3:24]. Procedure: 7.1 g of the crude 4-[N-(2-isopropoxyethyl)-N-tert-butoxycarbonylaminomethyl]benzoic acid ethyl ester are dissolved in 70 ml of methylene chloride, and 40 ml of trifluoroacetic acid are added. The clear solution is left to stand overnight at room temperature and then concentrated by evaporation. The residue is taken up in methylene chloride, washed with aqueous ammonia solution (pH>9) and concentrated by evaporation. The oily/crystalline residue is dissolved in 50 ml of ethanol, and 50 ml of 2N ...